describe an organic reaction: reactants, conditions, products, and yield From a dataset of the Open Reaction Database (ORD), a public repository of structured organic reaction records. Reported procedure: Compound 57 (500 mg) was suspended in hydrochloric acid (1.1 eq.), and 1,4-dioxane and acetonitrile were added to and dissolved in the resultant suspension. The resultant reaction mixture was concentrated to dryness under reduced pressure, followed by recrystallization, to thereby produce the target product (550 mg, yield: 97%). The reactants are NC=1C=C(C=CC1)\C=C(/C#N)\C1=CC(=C(C=C1)OC)OC ((Z)-3-(3-amino-phenyl)-2-(3,4-dimethoxy-phenyl)-acrylonitrile), Cl (hydrochloric acid), O1CCOCC1 (1,4-dioxane). Isolated yield 97.0%. Solvent: resultant suspension, C(C)#N (acetonitrile). The product is Cl.NC=1C=C(C=CC1)\C=C(/C#N)\C1=CC(=C(C=C1)OC)OC ((Z)-3-(3-amino-phenyl)-2-(3,4-dimethoxy-phenyl)-acrylonitrile hydrochloride). As a reaction SMILES: [NH2:1][C:2]1[CH:3]=[C:4](/[CH:8]=[C:9](/[C:12]2[CH:17]=[CH:16][C:15]([O:18][CH3:19])=[C:14]([O:20][CH3:21])[CH:13]=2)\[C:10]#[N:11])[CH:5]=[CH:6][CH:7]=1.[ClH:22].O1CCOCC1>C(#N)C>[ClH:22].[NH2:1][C:2]1[CH:3]=[C:4](/[CH:8]=[C:9](/[C:12]2[CH:17]=[CH:16][C:15]([O:18][CH3:19])=[C:14]([O:20][CH3:21])[CH:13]=2)\[C:10]#[N:11])[CH:5]=[CH:6][CH:7]=1 |f:4.5|. Starting materials: FC=1C=C(N)C=CC1 (3-fluoroaniline), BrC1=CC=CC=C1 (bromobenzene), CC(C)([O-])C.[Na+] (sodium tert-butoxide). The reagents and catalysts are C1=CC=C(C=C1)[PH+](C2=CC=CC=C2)[C]3[CH][CH][CH][CH]3.C1=CC=C(C=C1)[PH+](C2=CC=CC=C2)[C]3[CH][CH][CH][CH]3.C(Cl)Cl.Cl[Pd]Cl.[Fe] (dichloro[1,1′-bis(diphenylphosphino)-ferrocene]palladium(II) dichloromethane adduct). The solvent is C1(=CC=CC=C1)C (toluene). Reaction conditions: temperature 105 celsius. Product: FC=1C=C(NC2=CC=CC=C2)C=CC1 (3-Fluoro-N-phenylaniline). The yield is 0.1%. RXN SMILES: [F:1][C:2]1[CH:3]=[C:4]([CH:6]=[CH:7][CH:8]=1)[NH2:5].Br[C:10]1[CH:15]=[CH:14][CH:13]=[CH:12][CH:11]=1.CC(C)([O-])C.[Na+]>C1(C)C=CC=CC=1.C1C=CC([PH+]([C]2[CH][CH][CH][CH]2)C2C=CC=CC=2)=CC=1.C1C=CC([PH+]([C]2[CH][CH][CH][CH]2)C2C=CC=CC=2)=CC=1.C(Cl)Cl.Cl[Pd]Cl.[Fe]>[F:1][C:2]1[CH:3]=[C:4]([CH:6]=[CH:7][CH:8]=1)[NH:5][C:10]1[CH:15]=[CH:14][CH:13]=[CH:12][CH:11]=1 |f:2.3,5.6.7.8.9,^1:33,34,35,36,37,51,52,53,54,55|. Procedure details: In a 3 liter, three-neck flask equipped with mechanical stirring, a solution of 3-fluoroaniline (75 g, 675 mol), bromobenzene (73 mL, 690 mol), and dichloro[1,1′-bis(diphenylphosphino)-ferrocene]palladium(II) dichloromethane adduct (15 g, 18 mmol) in anhydrous toluene (1.3 L) containing sodium tert-butoxide (130 g, 1.35 mol) was heated at 105° C. for 3 h. The reaction mixture was then cooled to 80° C., and then quenched by gradually pouring the reaction mixture into ice water (1 L). The aqueous ... The reactants are Cl.Cl.C(C)NC1=NC2=C(N1)C=CC(=C2)C=2C=CC1=C(CNCCO1)C2 (N-ethyl-5-(2,3,4,5-tetrahydro-1,4-benzoxazepin-7-yl)-1H-benzimidazol-2-amine dihydrochloride), ClC1=NC2=CC=CC=C2C(=N1)Cl (2,4-dichloroquinazoline), C(C)N (ethylamine). The product is C(C)NC1=NC2=CC=CC=C2C(=N1)N1CCOC2=C(C1)C=C(C=C2)C=2C=CC1=C(NC(=N1)NCC)C2 (N-ethyl-4-{7-[2-(ethylamino)-1H-benzimidazol-6-yl]-2,3-dihydro-1,4-benzoxazepin-4(5H)-yl}quinazolin-2-amine). RXN SMILES: Cl.Cl.[CH2:3]([NH:5][C:6]1[NH:10][C:9]2[CH:11]=[CH:12][C:13]([C:15]3[CH:16]=[CH:17][C:18]4[O:24][CH2:23][CH2:22][NH:21][CH2:20][C:19]=4[CH:25]=3)=[CH:14][C:8]=2[N:7]=1)[CH3:4].Cl[C:27]1[N:36]=[C:35](Cl)[C:34]2[C:29](=[CH:30][CH:31]=[CH:32][CH:33]=2)[N:28]=1.[CH2:38]([NH2:40])[CH3:39]>>[CH2:38]([NH:40][C:27]1[N:36]=[C:35]([N:21]2[CH2:20][C:19]3[CH:25]=[C:15]([C:13]4[CH:12]=[CH:11][C:9]5[N:10]=[C:6]([NH:5][CH2:3][CH3:4])[NH:7][C:8]=5[CH:14]=4)[CH:16]=[CH:17][C:18]=3[O:24][CH2:23][CH2:22]2)[C:34]2[C:29](=[CH:30][CH:31]=[CH:32][CH:33]=2)[N:28]=1)[CH3:39] |f:0.1.2|. Procedure details: Prepared according to the method of example 25 by using N-ethyl-5-(2,3,4,5-tetrahydro-1,4-benzoxazepin-7-yl)-1H-benzimidazol-2-amine dihydrochloride (example 11, step 3) and 2,4-dichloroquinazoline in step 1 and ethylamine in step 2. 1H NMR (400 MHz, DMSO-d6) δ 7.80 (d, 1H), 7.57-7.48 (m, 2H), 7.43 (s, 1H), 7.36-7.28 (m, 2H), 7.19-7.11 (m, 2H), 7.07-6.95 (m, 2H), 6.72-6.58 (m, 1H), 4.95 (s, 2H), 4.43 (s, 2H), 4.11 (s, 2H), 3.32-3.25 (m, 4H), 1.91 (d, 4H), 1.18 (t, 6H); MS (EI) for C28H29N7O: 480...